Dataset: the Open Reaction Database (ORD), a public repository of structured organic reaction records. Task: describe an organic reaction: reactants, conditions, products, and yield The reactants are Br, [Cu]Br, O=N[O-], Nc1cc(C(=O)O)cc(S(F)(F)(F)(F)F)c1, [Na+]. The product is O=C(O)c1cc(Br)cc(S(F)(F)(F)(F)F)c1. As a reaction SMILES: [BrH:21].[Cu:22][Br:23].[N:17]([O-:18])=[O:19].[NH2:1][c:2]1[cH:3][c:4]([C:5](=[O:6])[OH:7])[cH:8][c:9]([S:11]([F:12])([F:13])([F:14])([F:15])[F:16])[cH:10]1.[Na+:20]>>[c:2]1([Br:21])[cH:3][c:4]([C:5](=[O:6])[OH:7])[cH:8][c:9]([S:11]([F:12])([F:13])([F:14])([F:15])[F:16])[cH:10]1. Starting materials: CS(=O)(=O)NC=1C=C(C=C(C(=O)OC)C1)C(=O)OC (dimethyl 5-(methylsulfonamido)isophthalate), [H-].[Na+] (NaH), IC (iodomethane). Solvent: CN(C)C=O (DMF). Conditions: time 5 hour. Yields the product CN(S(=O)(=O)C)C=1C=C(C=C(C(=O)OC)C1)C(=O)OC (dimethyl 5-(N-methylmethylsulfonamido)isophthalate). Reaction SMILES: [H-].[Na+].[CH3:3][S:4]([NH:7][C:8]1[CH:9]=[C:10]([C:18]([O:20][CH3:21])=[O:19])[CH:11]=[C:12]([CH:17]=1)[C:13]([O:15][CH3:16])=[O:14])(=[O:6])=[O:5].I[CH3:23]>CN(C=O)C>[CH3:23][N:7]([C:8]1[CH:9]=[C:10]([C:18]([O:20][CH3:21])=[O:19])[CH:11]=[C:12]([CH:17]=1)[C:13]([O:15][CH3:16])=[O:14])[S:4]([CH3:3])(=[O:6])=[O:5] |f:0.1|. Procedure: To a stirred suspension of NaH (0.24 g, 10 mmol, 60% in oil dispersion) in 10 mL of DMF was added dimethyl 5-(methylsulfonamido)isophthalate (1.435 g, 5 mmol) followed by iodomethane (0.62 mL, 10 mmol) at room temperature. After 5 h, the reaction was quenched by H2O (25 mL). Then the reaction mixture was extracted with EtOAc, further washed with H2O to remove excess of DMF, dried over anhydrous Na2SO4 and concentrated. The crude product thus obtained was washed with hexanes to give dimethyl 5-(N... The reactants are BrC1=C(C(=O)OCC)C(=CC=C1)OC (ethyl 2-bromo-6-methoxybenzoate), CC1(OB(OC1(C)C)C1=CC=NN1)C (5-(4,4,5,5-tetramethyl-1,3,2-dioxaborolan-2-yl)-1H-pyrazole), C(=O)([O-])[O-].[Na+].[Na+] (Na2CO3). Reagents/catalysts: C=1C=CC(=CC1)[P](C=2C=CC=CC2)(C=3C=CC=CC3)[Pd]([P](C=4C=CC=CC4)(C=5C=CC=CC5)C=6C=CC=CC6)([P](C=7C=CC=CC7)(C=8C=CC=CC8)C=9C=CC=CC9)[P](C=1C=CC=CC1)(C=1C=CC=CC1)C=1C=CC=CC1 (Pd(PPh3)4). Solvent: COCCOC (DME), O (water). Conditions: temperature 100 celsius. Yields the product COC1=C(C(=O)OCC)C(=CC=C1)C1=CC=NN1 (Ethyl 2-methoxy-6-(1H-pyrazol-5-yl)benzoate). Isolated yield 33.0%. Reaction SMILES: Br[C:2]1[CH:12]=[CH:11][CH:10]=[C:9]([O:13][CH3:14])[C:3]=1[C:4]([O:6][CH2:7][CH3:8])=[O:5].CC1(C)C(C)(C)OB([C:23]2[NH:27][N:26]=[CH:25][CH:24]=2)O1.C([O-])([O-])=O.[Na+].[Na+]>COCCOC.O.C1C=CC([P]([Pd]([P](C2C=CC=CC=2)(C2C=CC=CC=2)C2C=CC=CC=2)([P](C2C=CC=CC=2)(C2C=CC=CC=2)C2C=CC=CC=2)[P](C2C=CC=CC=2)(C2C=CC=CC=2)C2C=CC=CC=2)(C2C=CC=CC=2)C2C=CC=CC=2)=CC=1>[CH3:14][O:13][C:9]1[CH:10]=[CH:11][CH:12]=[C:2]([C:23]2[NH:27][N:26]=[CH:25][CH:24]=2)[C:3]=1[C:4]([O:6][CH2:7][CH3:8])=[O:5] |f:2.3.4,^1:45,47,66,85|. Procedure details: In a microwave vial was dissolved ethyl 2-bromo-6-methoxybenzoate (500 mg, 1.54 mmol) and 5-(4,4,5,5-tetramethyl-1,3,2-dioxaborolan-2-yl)-1H-pyrazole (330 mg, 1.70 mmol) in DME (10 mL) and water (2 mL). Na2CO3 (259 mg, 3.09 mmol) was then added followed by Pd(PPh3)4 (89 mg, 0.077 mmol) and the reaction mixture was degassed with N2 for 10 minutes. The reaction mixture was then heated at 100° C. for 1 h in the microwave. The mixture was cooled to room temperature, filtered through Celite and washe...